From a dataset of the Open Reaction Database (ORD), a public repository of structured organic reaction records. describe an organic reaction: reactants, conditions, products, and yield The reactants are substituted aniline, NC1=C2C=CN=CC2=CC=C1 (5-aminoisoquinoline), NC1=NNC(=C1)C (3-amino-5-methylpyrazole), CN(C)C=O (DMF). Run in O (water). Yields the product C1=NC=CC2=C(C=CC=C12)NN=C1C(=NN=C1C)N (4-(isoquinolin-5-ylhydrazono)-5-methyl-4H-pyrazol-3-ylamine), compound. Isolated yield 7.0%. As a reaction SMILES: [NH2:1][C:2]1[CH:11]=[CH:10][CH:9]=[C:8]2[C:3]=1[CH:4]=[CH:5][N:6]=[CH:7]2.[NH2:12][C:13]1[CH:17]=[C:16]([CH3:18])[NH:15][N:14]=1.C[N:20](C=O)C>O>[CH:7]1[C:8]2[C:3](=[C:2]([NH:1][N:20]=[C:17]3[C:16]([CH3:18])=[N:15][N:14]=[C:13]3[NH2:12])[CH:11]=[CH:10][CH:9]=2)[CH:4]=[CH:5][N:6]=1. Procedure details: 4-(isoquinolin-5-ylhydrazono)-5-methyl-4H-pyrazol-3-ylamine was prepared from 5-aminoisoquinoline (0.7 g, 4.9 mmol) and 3-amino-5-methylpyrazole (0.6 g, 6.2 mmol) according to the procedure described above except that the substituted aniline was initially dissolved in a mixture of water (6.0 mL) and DMF (6.0 mL) prior to being acidified. The crude material was purified by chromatography eluting with (CH2Cl2:MeOH=6:1) to yield 0.089 g (7%) of the compound as a red solid. MS (m/z, ES+): 253.2 (M+1... The reactants are Cc1cc(C=CC(=O)O)c(C)s1, O=S(Cl)Cl, c1ccccc1. Yields the product Cc1cc(C=CC(=O)Cl)c(C)s1. RXN SMILES: [CH3:1][c:2]1[s:3][c:4]([CH3:12])[cH:5][c:6]1[CH:7]=[CH:8][C:9](=[O:10])[OH:11].[S:13]([Cl:14])([Cl:15])=[O:16].[cH:17]1[cH:18][cH:19][cH:20][cH:21][cH:22]1>>[CH3:1][c:2]1[s:3][c:4]([CH3:12])[cH:5][c:6]1[CH:7]=[CH:8][C:9](=[O:10])[Cl:15].